Dataset: the Open Reaction Database (ORD), a public repository of structured organic reaction records. Task: describe an organic reaction: reactants, conditions, products, and yield The reactants are CCC1C(=O)N(C)c2cnc(Cl)nc2N1C1CC1, c1ncc(-c2ncc[nH]2)cn1. The product is CCC1C(=O)N(C)c2cnc(-n3ccnc3-c3cncnc3)nc2N1C1CC1. Reaction SMILES: [Cl:1][c:2]1[n:3][c:4]2[c:9]([cH:10][n:11]1)[N:8]([CH3:12])[C:7](=[O:13])[CH:6]([CH2:14][CH3:15])[N:5]2[CH:16]1[CH2:17][CH2:18]1.[nH:19]1[c:20](-[c:24]2[cH:25][n:26][cH:27][n:28][cH:29]2)[n:21][cH:22][cH:23]1>>[c:2]1(-[n:19]2[c:20](-[c:24]3[cH:25][n:26][cH:27][n:28][cH:29]3)[n:21][cH:22][cH:23]2)[n:3][c:4]2[c:9]([cH:10][n:11]1)[N:8]([CH3:12])[C:7](=[O:13])[CH:6]([CH2:14][CH3:15])[N:5]2[CH:16]1[CH2:17][CH2:18]1. Starting materials: C(C(=O)C)(=O)Cl (pyruvyl chloride), C(C1=CC=CC=C1)OC(CN)=O (glycine benzyl ester). Yields the product C(C1=CC=CC=C1)OC(CNC(C(=O)C)=O)=O (pyruvyl-glycine benzyl ester). Reaction SMILES: [C:1](Cl)(=[O:5])[C:2]([CH3:4])=[O:3].[CH2:7]([O:14][C:15](=[O:18])[CH2:16][NH2:17])[C:8]1[CH:13]=[CH:12][CH:11]=[CH:10][CH:9]=1>>[CH2:7]([O:14][C:15](=[O:18])[CH2:16][NH:17][C:1](=[O:5])[C:2]([CH3:4])=[O:3])[C:8]1[CH:13]=[CH:12][CH:11]=[CH:10][CH:9]=1. Reported procedure: More preferably the thionyl chloride or oxalyl chloride is added to a mechanically stirred suspension of sodium pyruvate in dichloromethane whereby a gas is evolved and pyruvyl chloride is yielded. The pyruvyl chloride is cooled during the dropwise addition of glycine benzyl ester solution to yield pyruvyl-glycine benzyl ester following the warming to room temperature, the addition of water, separation, washing with diluted hydrochloric acid and brine, drying with magnesium sulfate, evaporation ... The reactants are BrB(Br)Br, ClCCl, COc1ccc(-c2ccc(CN(Cc3ccccc3)C(=O)c3cn(C)c4ccccc34)cc2)cc1Br, O. Yields the product Cn1cc(C(=O)N(Cc2ccccc2)Cc2ccc(-c3ccc(O)c(Br)c3)cc2)c2ccccc21. As a reaction SMILES: [B:1]([Br:2])([Br:3])[Br:4].[CH2:42]([Cl:43])[Cl:44].[CH2:5]([c:6]1[cH:7][cH:8][cH:9][cH:10][cH:11]1)[N:12]([C:13](=[O:14])[c:15]1[cH:16][n:17]([CH3:24])[c:18]2[cH:19][cH:20][cH:21][cH:22][c:23]12)[CH2:25][c:26]1[cH:27][cH:28][c:29](-[c:32]2[cH:33][c:34]([Br:40])[c:35]([O:38][CH3:39])[cH:36][cH:37]2)[cH:30][cH:31]1.[OH2:41]>>[CH2:5]([c:6]1[cH:7][cH:8][cH:9][cH:10][cH:11]1)[N:12]([C:13](=[O:14])[c:15]1[cH:16][n:17]([CH3:24])[c:18]2[cH:19][cH:20][cH:21][cH:22][c:23]12)[CH2:25][c:26]1[cH:27][cH:28][c:29](-[c:32]2[cH:33][c:34]([Br:40])[c:35]([OH:38])[cH:36][cH:37]2)[cH:30][cH:31]1. The reactants are C(C1=CC=CC=C1)OC1=C(C=CC(=C1)CC1=C(C=CC(=C1)C)OCC1=CC=C(C=C1)OC)N1CC(N(S1(=O)=O)CC[Si](C)(C)C)=O (5-{2-benzyloxy-4-[2-(4-methoxybenzyloxy)-5-methylbenzyl]-phenyl}-1,1-dioxo-2-(2-trimethylsilanylethyl)-1,2,5-thiadiazolidin-3-one). Run in C(=O)(C(F)(F)F)O.C(Cl)Cl (TFA methylene chloride). Product: C(C1=CC=CC=C1)OC1=C(C=CC(=C1)CC1=C(C=CC(=C1)C)O)N1CC(N(S1(=O)=O)CC[Si](C)(C)C)=O (5-[2-Benzyloxy-4-(2-hydroxy-5-methylbenzyl)-phenyl]-1,1-dioxo-2-(2-trimethylsilanylethyl)-1,2,5-thiadiazolidin-3-one). As a reaction SMILES: [CH2:1]([O:8][C:9]1[CH:14]=[C:13]([CH2:15][C:16]2[CH:21]=[C:20]([CH3:22])[CH:19]=[CH:18][C:17]=2[O:23]CC2C=CC(OC)=CC=2)[CH:12]=[CH:11][C:10]=1[N:33]1[S:37](=[O:39])(=[O:38])[N:36]([CH2:40][CH2:41][Si:42]([CH3:45])([CH3:44])[CH3:43])[C:35](=[O:46])[CH2:34]1)[C:2]1[CH:7]=[CH:6][CH:5]=[CH:4][CH:3]=1>C(O)(C(F)(F)F)=O.C(Cl)Cl>[CH2:1]([O:8][C:9]1[CH:14]=[C:13]([CH2:15][C:16]2[CH:21]=[C:20]([CH3:22])[CH:19]=[CH:18][C:17]=2[OH:23])[CH:12]=[CH:11][C:10]=1[N:33]1[S:37](=[O:39])(=[O:38])[N:36]([CH2:40][CH2:41][Si:42]([CH3:43])([CH3:45])[CH3:44])[C:35](=[O:46])[CH2:34]1)[C:2]1[CH:3]=[CH:4][CH:5]=[CH:6][CH:7]=1 |f:1.2|. Procedure details: A solution of 5-{2-benzyloxy-4-[2-(4-methoxybenzyloxy)-5-methylbenzyl]-phenyl}-1,1-dioxo-2-(2-trimethylsilanylethyl)-1,2,5-thiadiazolidin-3-one (50 mg) in 10% TFA/methylene chloride (1 mL) is stirred at RT for 2 h. The solvent is removed under reduced pressure to give the title compound.